Dataset: the Open Reaction Database (ORD), a public repository of structured organic reaction records. Task: describe an organic reaction: reactants, conditions, products, and yield Reactants: C(C)C=1C(=CC(=C(C1)C(CC1=CC=C(C=C1)F)=O)O)O (1-(5-Ethyl-2,4-dihydroxy-phenyl)-2-(4-fluoro-phenyl)-ethanone), ClC(C(=O)OCC)=O (ethyl chlorooxoacetate), O1C(C=CC2=CC=CC=C12)C(=O)[O-] (chromene carboxylate), Cl (HCl). Solvent: N1=CC=CC=C1 (pyridine), CCOC(=O)C (EtOAc), CCCCCC (n-hexane). Run at temperature 0 celsius, time 16 hour. Yields the product C(C)OC(C(C(C(=O)C1=C(C=C(C(=C1)CC)O)O)C1=CC=C(C=C1)F)=O)=O (4-(5-Ethyl-2,4-dihydroxy-phenyl)-3-(4-fluoro-phenyl)-2,4-dioxo-butyric acid ethyl ester). As a reaction SMILES: [CH2:1]([C:3]1[C:4]([OH:20])=[CH:5][C:6]([OH:19])=[C:7]([C:9](=[O:18])[CH2:10][C:11]2[CH:16]=[CH:15][C:14]([F:17])=[CH:13][CH:12]=2)[CH:8]=1)[CH3:2].Cl[C:22](=[O:28])[C:23]([O:25][CH2:26][CH3:27])=[O:24].Cl.O1C2C(=CC=CC=2)C=CC1C([O-])=O>N1C=CC=CC=1.CCCCCC.CCOC(C)=O>[CH2:26]([O:25][C:23](=[O:24])[C:22](=[O:28])[CH:10]([C:11]1[CH:16]=[CH:15][C:14]([F:17])=[CH:13][CH:12]=1)[C:9]([C:7]1[CH:8]=[C:3]([CH2:1][CH3:2])[C:4]([OH:20])=[CH:5][C:6]=1[OH:19])=[O:18])[CH3:27]. Procedure: To a solution of 1-(5-Ethyl-2,4-dihydroxy-phenyl)-2-(4-fluoro-phenyl)-ethanone (10.3 g, 37.6 mmol) in dried pyridine (100 ml) at 0° C., ethyl chlorooxoacetate (15.4 g, 112.8 mmol) was added. The solution was stirred at 0° C. for 4 hours and at room temperature for 16 hours. The aq. layer was neutralised with 1M HCl and extracted with DCM (2×100 ml). The combined DCM layers were then washed with 2M HCl (2×80 ml), sat. NaHCO3 (1×100 ml), brine (1×100 ml) and dried with Na2SO4. After filtration and... The reactants are CO.CN (methylamine methanol), [Si](C)(C)(C(C)(C)C)O[C@H]1C[C@@H](O[C@@H]1CO[Si](C)(C)C(C)(C)C)N1C=NC=2C(=O)NC(N)=NC12 (3′,5′-Bis-O-(tert-butyldimethylsilyl)deoxyguanosine), C[Si](C)(C)Cl (trimethylsilyl chloride), ClC(=O)OC1=CC=CC=C1 (phenyl chloroformate). Solvent: N1=CC=CC=C1 (pyridine), N1=CC=CC=C1 (pyridine). Conditions: time 1 hour. Yields the product [Si](C)(C)(C(C)(C)C)O[C@H]1C[C@@H](O[C@@H]1CO[Si](C)(C)C(C)(C)C)N1C=NC=2C(=O)NC(NC(NC)=O)=NC12 (3′,5′-bis-O-(tert-butyldimethylsilyl)-2-N-methylcarbamoyldeoxyguanosine). Isolated yield 82.7%. Reaction SMILES: [Si:1]([O:8][C@@H:9]1[C@@H:13]([CH2:14][O:15][Si:16]([C:19]([CH3:22])([CH3:21])[CH3:20])([CH3:18])[CH3:17])[O:12][C@@H:11]([N:23]2[C:33]3[N:32]=[C:30]([NH2:31])[NH:29][C:27](=[O:28])[C:26]=3[N:25]=[CH:24]2)[CH2:10]1)([C:4]([CH3:7])([CH3:6])[CH3:5])([CH3:3])[CH3:2].C[Si](Cl)(C)C.ClC([O:42][C:43]1C=CC=CC=1)=O.CO.[CH3:51][NH2:52]>N1C=CC=CC=1>[Si:1]([O:8][C@@H:9]1[C@@H:13]([CH2:14][O:15][Si:16]([C:19]([CH3:20])([CH3:21])[CH3:22])([CH3:17])[CH3:18])[O:12][C@@H:11]([N:23]2[C:33]3[N:32]=[C:30]([NH:31][C:43](=[O:42])[NH:52][CH3:51])[NH:29][C:27](=[O:28])[C:26]=3[N:25]=[CH:24]2)[CH2:10]1)([C:4]([CH3:6])([CH3:7])[CH3:5])([CH3:3])[CH3:2] |f:3.4|. Procedure details: 3′,5′-Bis-O-(tert-butyldimethylsilyl)deoxyguanosine (1.5 g, 3.02 mmol) was azeotroped with anhydrous pyridine three times and then dissolved in anhydrous pyridine (15 mL), and trimethylsilyl chloride (576 μL, 4.53 mmol) was added thereto. The mixture was stirred at room temperature for 1 hour, and then phenyl chloroformate (569 μL, 3.93 mmol) was added thereto. The mixture was stirred at room temperature for 4 hours. A 40% methylamine methanol solution (1.8 mL, 15.1 mmol) was added thereto, and ... Reactants: COC1=CC=C(C=C1)S(=O)(=O)N[C@H]([C@@H](O)C)C(=O)O (N-[4-methoxybenzenesulfonyl]-(D)-threonine), ON1N=NC2=C1C=CC=C2 (1-hydroxybenzotriazole), CN1CCOCC1 (4-methylmorpholine), Cl.C(C)(C)(C)ON (O-t-butyl-hydroxylamine hydrochloride), Cl.CN(C)CCCN=C=NCC (N-[dimethylaminopropyl]-N'-ethylcarbodiimide hydrochloride). The solvent is C(Cl)Cl (methylene chloride), O (water). Conditions: time 8 hour. Yields the product C(C)(C)(C)ONC([C@@H]([C@@H](C)O)NS(=O)(=O)C1=CC=C(C=C1)OC)=O (N-(t-butyloxy)-2(R)-[[4-methoxybenzenesulfonyl]-amino]-3(R)-hydroxybutanamide). Reaction SMILES: [CH3:1][O:2][C:3]1[CH:8]=[CH:7][C:6]([S:9]([NH:12][C@@H:13]([C:17]([OH:19])=O)[C@H:14]([CH3:16])[OH:15])(=[O:11])=[O:10])=[CH:5][CH:4]=1.ON1C2C=CC=CC=2N=N1.CN1CCOCC1.Cl.[C:38]([O:42][NH2:43])([CH3:41])([CH3:40])[CH3:39].Cl.CN(CCCN=C=NCC)C>C(Cl)Cl.O>[C:38]([O:42][NH:43][C:17](=[O:19])[C@H:13]([NH:12][S:9]([C:6]1[CH:5]=[CH:4][C:3]([O:2][CH3:1])=[CH:8][CH:7]=1)(=[O:10])=[O:11])[C@H:14]([OH:15])[CH3:16])([CH3:41])([CH3:40])[CH3:39] |f:3.4,5.6|. Procedure: N-[4-methoxybenzenesulfonyl]-(D)-threonine (4.0 g, 13.84 mmol), 1-hydroxybenzotriazole (1.87 g, 13.84 mmol), 4-methylmorpholine (7.9 mL, 69.2 mmol), and O-t-butyl-hydroxylamine hydrochloride (5.22 g, 41.52 mmol) are dissolved in methylene chloride (100 mL). To this solution is added N-[dimethylaminopropyl]-N'-ethylcarbodiimide hydrochloride (3.45 g, 17.99 mmol), and the reaction is stirred overnight. The mixture is then diluted with water and extracted with methylene chloride. The combined organ... The reactants are FC(C(=O)O)(F)F.C(CCC)OC1=NC(=C2N=C(NC2=N1)OC)N (2-(butyloxy)-8-(methyloxy)-9H-purin-6-amine trifluoroacetate salt), C([O-])([O-])=O.[K+].[K+] (potassium carbonate), BrCCCCCCCl (1-bromo-6-chlorohexane). Run in O (water), CN(C)C=O (DMF). Run at temperature 60 celsius, time 1 hour. Yields the product C(CCC)OC1=NC(=C2N=C(N(C2=N1)CCCCC(C)Cl)OC)N (2-(Butyloxy)-9-(5-chlorohexyl)-8-(methyloxy)-9H-purin-6-amine). Isolated yield 115.2%. RXN SMILES: F[C:2](F)(F)C(O)=O.[CH2:8]([O:12][C:13]1[N:21]=[C:20]2[C:16]([N:17]=[C:18]([O:22][CH3:23])[NH:19]2)=[C:15]([NH2:24])[N:14]=1)[CH2:9][CH2:10][CH3:11].C(=O)([O-])[O-].[K+].[K+].BrC[CH2:33][CH2:34][CH2:35][CH2:36][CH2:37][Cl:38]>CN(C=O)C.O>[CH2:8]([O:12][C:13]1[N:21]=[C:20]2[C:16]([N:17]=[C:18]([O:22][CH3:23])[N:19]2[CH2:33][CH2:34][CH2:35][CH2:36][CH:37]([Cl:38])[CH3:2])=[C:15]([NH2:24])[N:14]=1)[CH2:9][CH2:10][CH3:11] |f:0.1,2.3.4|. Reported procedure: To a solution of 2-(butyloxy)-8-(methyloxy)-9H-purin-6-amine trifluoroacetate salt (3 g, 8.54 mmol) in DMF (30 ml) was added potassium carbonate (2.95 g, 21.35 mmol) and the mixture stirred at 60° C. for 1 hour under an atmosphere of nitrogen. The mixture was then cooled to room temperature and 1-bromo-6-chlorohexane (1.27 ml, 8.54 mmol) was added and the reaction heated to 50° C. and stirred overnight under an atmosphere of nitrogen. The reaction mixture was diluted with water (ca. 50 ml) and e... Reactants: CCOC(=O)Cc1cc(C)c(C(=O)c2ccccc2)n1C, O=[N+]([O-])c1ccc(F)c(F)c1, [H-], [Na+], CN(C)C=O. As a reaction SMILES: [C:1]([c:2]1[cH:3][cH:4][cH:5][cH:6][cH:7]1)(=[O:8])[c:9]1[c:10]([CH3:21])[cH:11][c:12]([CH2:15][C:16](=[O:17])[O:18][CH2:19][CH3:20])[n:13]1[CH3:14].[F:24][c:25]1[cH:26][c:27]([N+:32](=[O:33])[O-:34])[cH:28][cH:29][c:30]1[F:31].[H-:22].[Na+:23].[O:35]=[CH:36][N:37]([CH3:38])[CH3:39]>>[C:1]([c:2]1[cH:3][cH:4][cH:5][cH:6][cH:7]1)(=[O:8])[c:9]1[c:10]([CH3:21])[cH:11][c:12]([CH:15]([C:16](=[O:17])[O:18][CH2:19][CH3:20])[c:30]2[c:25]([F:24])[cH:26][c:27]([N+:32](=[O:33])[O-:34])[cH:28][cH:29]2)[n:13]1[CH3:14]. Product: CCOC(=O)C(c1ccc([N+](=O)[O-])cc1F)c1cc(C)c(C(=O)c2ccccc2)n1C. The reactants are CC1=C(C(CCC1)(C)C)/C=C/C(=C/C=C/C(=C/C(=O)O)/C)/C (Retinoic acid), C1(CCCCC1)N=C=NC1CCCCC1 (dicyclohexylcarbodiimide), CN(C)C1=NC=CC=C1 (dimethylaminopyridine), CC1=C(C(CCC1)(C)C)/C=C/C(=C/C=C/C(=C/CO)/C)/C (retinol). Solvent: CCCCCC.C(C)OCC (hexane diethylether), ClCCl (dichloromethane). Reaction conditions: time 12 hour. Product: CC1=C(C(CCC1)(C)C)/C=C/C(=C/C=C/C(=C/C=O)/C)/C (Retinal). Yield: 129.7%. Reaction SMILES: [CH3:1][C:2]1[CH2:7][CH2:6][CH2:5][C:4]([CH3:9])([CH3:8])[C:3]=1/[CH:10]=[CH:11]/[C:12](/[CH3:22])=[CH:13]/[CH:14]=[CH:15]/[C:16](/[CH3:21])=[CH:17]/[C:18](O)=[O:19].C1(N=C=NC2CCCCC2)CCCCC1.CN(C1C=CC=CN=1)C.CC1CCCC(C)(C)C=1/C=C/C(/C)=C/C=C/C(/C)=C/CO>ClCCl.CCCCCC.C(OCC)C>[CH3:1][C:2]1[CH2:7][CH2:6][CH2:5][C:4]([CH3:8])([CH3:9])[C:3]=1/[CH:10]=[CH:11]/[C:12](/[CH3:22])=[CH:13]/[CH:14]=[CH:15]/[C:16](/[CH3:21])=[CH:17]/[CH:18]=[O:19] |f:5.6|. Reported procedure: Retinoic acid (1.26 g, 0.0042 mol, Basf Co.), dicyclohexylcarbodiimide (DCC) (0.87 g, 0.0042 mol) and catalytic amount of dimethylaminopyridine (DMAP) were added to retinol (1.00 g, 0.0035 mol) dissolved in anhydrous dichloromethane (50 ml) at 0° C. The reaction solution was slowly warmed to room temperature and stirred for 12 hours under nitrogen atmosphere and under the condition for light and moisture to be intercepted. The reaction solution was filtered and the solvent was removed by distill... Starting materials: CCN(C(C)C)C(C)C, COc1cc(Nc2ncnc(Cl)n2)cc(OC)c1OC, C=CC(=O)Nc1cccc(N)c1. Yields the product C=CC(=O)Nc1cccc(Nc2ncnc(Nc3cc(OC)c(OC)c(OC)c3)n2)c1. RXN SMILES: [CH:21]([N:22]([CH2:23][CH3:24])[CH:25]([CH3:26])[CH3:27])([CH3:28])[CH3:29].[Cl:1][c:2]1[n:3][c:4]([NH:8][c:9]2[cH:10][c:11]([O:19][CH3:20])[c:12]([O:17][CH3:18])[c:13]([O:15][CH3:16])[cH:14]2)[n:5][cH:6][n:7]1.[NH2:30][c:31]1[cH:32][c:33]([NH:37][C:38]([CH:39]=[CH2:40])=[O:41])[cH:34][cH:35][cH:36]1>>[c:2]1([NH:30][c:31]2[cH:32][c:33]([NH:37][C:38]([CH:39]=[CH2:40])=[O:41])[cH:34][cH:35][cH:36]2)[n:3][c:4]([NH:8][c:9]2[cH:10][c:11]([O:19][CH3:20])[c:12]([O:17][CH3:18])[c:13]([O:15][CH3:16])[cH:14]2)[n:5][cH:6][n:7]1.